Dataset: the Open Reaction Database (ORD), a public repository of structured organic reaction records. Task: describe an organic reaction: reactants, conditions, products, and yield Starting materials: C(#N)C(C)(C)C=1C=C(C(=O)O)C=CC1 (3-(2-cyanopropan-2-yl)benzoic acid), CN(C)C(=[N+](C)C)ON1C2=C(C=CC=C2)N=N1.[B-](F)(F)(F)F (TBTU), CCN(C(C)C)C(C)C (DIPEA), CC1=C(C=C(N)C=C1)[N+](=O)[O-] (4-methyl-3-nitroaniline), C(CC(O)(C(=O)O)CC(=O)O)(=O)O (citric acid). Run in CN(C)C=O (DMF). Run at time 72 hour. The product is C(#N)C(C)(C)C=1C=C(C(=O)NC2=CC(=C(C=C2)C)[N+](=O)[O-])C=CC1 (3-(2-cyanopropan-2-yl)-N-(4-methyl-3-nitrophenyl)benzamide). Yield: 63.3%. As a reaction SMILES: [C:1]([C:3]([C:6]1[CH:7]=[C:8]([CH:12]=[CH:13][CH:14]=1)[C:9]([OH:11])=O)([CH3:5])[CH3:4])#[N:2].CN(C(ON1N=NC2C=CC=CC1=2)=[N+](C)C)C.[B-](F)(F)(F)F.CCN(C(C)C)C(C)C.[CH3:46][C:47]1[CH:53]=[CH:52][C:50]([NH2:51])=[CH:49][C:48]=1[N+:54]([O-:56])=[O:55].C(O)(=O)CC(CC(O)=O)(C(O)=O)O>CN(C=O)C>[C:1]([C:3]([C:6]1[CH:7]=[C:8]([CH:12]=[CH:13][CH:14]=1)[C:9]([NH:51][C:50]1[CH:52]=[CH:53][C:47]([CH3:46])=[C:48]([N+:54]([O-:56])=[O:55])[CH:49]=1)=[O:11])([CH3:4])[CH3:5])#[N:2] |f:1.2|. Procedure: 3-(2-cyanopropan-2-yl)benzoic acid 3 (25 g, 132 mmol), TBTU (63 g, 98 mmol), DIPEA (396 mmol, 65.4 mL) and 4-methyl-3-nitroaniline (20.1 g, 132 mmol) were dissolved in DMF (500 mL) and stirred for 72 h. The reaction mixture was poured into citric acid solution (3%) and extracted twice with EtOAc. The combined organic layers were washed with water (5×), brine (2×), dried, and evaporated. Purification by chromatography (CH2Cl2) gave 3-(2-cyanopropan-2-yl)-N-(4-methyl-3-nitrophenyl)benzamide 4 (27 ... Reactants: FC1=C(F)C(F)=C(F)C(F)=C1F (C6F6), C(C)[Mg]Br (ethyl magnesium bromide). Run in C(C)OCC (ethyl ether). The product is C1(=C(F)C(F)=C(F)C(F)=C1F)[Mg]Br (C6F5MgBr). As a reaction SMILES: [F:1][C:2]1[C:11]([F:12])=[C:9]([F:10])[C:7]([F:8])=[C:5]([F:6])[C:3]=1F.C([Mg:15][Br:16])C>C(OCC)C>[C:3]1([Mg:15][Br:16])[C:5]([F:6])=[C:7]([F:8])[C:9]([F:10])=[C:11]([F:12])[C:2]=1[F:1]. Procedure: reacting C6F6 with ethyl magnesium bromide in a medium comprising ethyl ether to produce C6F5MgBr in solution in said medium; Reactants: C(C)(=O)C1=C(C(=C(OCC(CSCC2COC3(S2)CC(CC3)CC(=O)OCC)O)C=C1)CCC)O (ethyl 3-[[[3-(4-acetyl-3-hydroxy-2-propylphenoxy)-2-hydroxypropyl]thio]methyl]-1-oxa-4-thiaspiro[4.4]nonane-7-acetate), ester, [Li+].[OH-] (LiOH). Solvent: C(C)O (ethanol). Conditions: time 8 hour. Yields the product C(C)(=O)C1=C(C(=C(OCC(CSCC2COC3(S2)CC(CC3)CC(=O)O)O)C=C1)CCC)O (3-[[[3-(4-acetyl-3-hydroxy-2-propylphenoxy)-2-hydroxypropyl]thio]methyl]-1-oxa-4-thiaspiro[4.4]nonane-7-acetic acid). As a reaction SMILES: [C:1]([C:4]1[CH:31]=[CH:30][C:7]([O:8][CH2:9][CH:10]([OH:29])[CH2:11][S:12][CH2:13][CH:14]2[S:18][C:17]3([CH2:22][CH2:21][CH:20]([CH2:23][C:24]([O:26]CC)=[O:25])[CH2:19]3)[O:16][CH2:15]2)=[C:6]([CH2:32][CH2:33][CH3:34])[C:5]=1[OH:35])(=[O:3])[CH3:2].[Li+].[OH-]>C(O)C>[C:1]([C:4]1[CH:31]=[CH:30][C:7]([O:8][CH2:9][CH:10]([OH:29])[CH2:11][S:12][CH2:13][CH:14]2[S:18][C:17]3([CH2:22][CH2:21][CH:20]([CH2:23][C:24]([OH:26])=[O:25])[CH2:19]3)[O:16][CH2:15]2)=[C:6]([CH2:32][CH2:33][CH3:34])[C:5]=1[OH:35])(=[O:3])[CH3:2] |f:1.2|. Reported procedure: The product of Example 10 is saponified according to the procedure of Example 2 using 5.3 g (10 mmol) of the above ester and 2M LiOH solution (12.5 ml, 2.5 eq.) in ethanol (50 ml). After stirring overnight at room temperature, the solvent is removed in vacuo and the residue diluted with water. After acidification to pH 2.5 with 0.5N KHSO4, the mixture is extracted with ethyl acetate and dried over magnesium sulfate. The drying agent is filtered and the filtrate is concentrated in vacuo. Further ... Reactants: Cl.NCCSCC1=NSC=C1 (3-[(2-aminoethyl)thiomethyl]isothiazole hydrochloride), CN=C=S (methyl isothiocyanate). Run in C(C)O (ethanol). Yields the product CNC(=S)NCCSCC1=NSC=C1 (N-methyl-N'-[2-(3-isothiazolylmethylthio)ethyl]thiourea). Reaction SMILES: Cl.[NH2:2][CH2:3][CH2:4][S:5][CH2:6][C:7]1[CH:11]=[CH:10][S:9][N:8]=1.[CH3:12][N:13]=[C:14]=[S:15]>C(O)C>[CH3:12][NH:13][C:14]([NH:2][CH2:3][CH2:4][S:5][CH2:6][C:7]1[CH:11]=[CH:10][S:9][N:8]=1)=[S:15] |f:0.1|. Reported procedure: A solution was prepared by the gradual addition of cysteamine hydrochloride (2.03 g.) to sodium (0.83 g.) dissolved in ethanol (50 ml.) with stirring at 0° under a nitrogen atmosphere. After stirring for 2 hours at 0°, 3-bromomethylisothiazole (3.2 g.) was added dropwise over 15 minutes at 0°, the reaction mixture subsequently being set aside overnight at room temperature. Following acidification to pH 3.5 with hydrochloric acid, concentration and re-evaporation with ethanol, the residue was dis... Product: C(C1=CC=CC=C1)N1C=C(C=2CN(CCC21)CCCO)C2=CC=C(C=C2)Cl (3-[1-Benzyl-3-(4-chloro-phenyl)-1,4,6,7-tetrahydro-pyrrolo[3,2-c]pyridin-5-yl]-propan-1-ol). The solvent is CN(C)C=O (DMF), O (water). Procedure details: To a solution of 1-benzyl-3-(4-chloro-phenyl)-4,5,6,7-tetrahydro-1H-pyrrolo[3,2-c]pyridine (Example 25; 0.51 g) in DMF (14 mL) was added 1.39 g of Cs2CO3 and 142 μL of 3-bromo-1-propanol. The mixture was stirred at RT for 12 h and then was diluted with water. The aqueous layer was extracted with Et2O and the combined organic layers were dried over Na2SO4, filtered, and concentrated in vacuo. Chromatography on SiO2 (2% 2 M NH3 in MeOH/CH2Cl2) afforded 0.15 g of the title compound. The product was... Reaction conditions: time 12 hour. RXN SMILES: [CH2:1]([N:8]1[C:16]2[CH2:15][CH2:14][NH:13][CH2:12][C:11]=2[C:10]([C:17]2[CH:22]=[CH:21][C:20]([Cl:23])=[CH:19][CH:18]=2)=[CH:9]1)[C:2]1[CH:7]=[CH:6][CH:5]=[CH:4][CH:3]=1.C([O-])([O-])=O.[Cs+].[Cs+].Br[CH2:31][CH2:32][CH2:33][OH:34]>CN(C=O)C.O>[CH2:1]([N:8]1[C:16]2[CH2:15][CH2:14][N:13]([CH2:31][CH2:32][CH2:33][OH:34])[CH2:12][C:11]=2[C:10]([C:17]2[CH:18]=[CH:19][C:20]([Cl:23])=[CH:21][CH:22]=2)=[CH:9]1)[C:2]1[CH:3]=[CH:4][CH:5]=[CH:6][CH:7]=1 |f:1.2.3|. The reactants are C(C1=CC=CC=C1)N1C=C(C=2CNCCC21)C2=CC=C(C=C2)Cl (1-Benzyl-3-(4-chloro-phenyl)-4,5,6,7-tetrahydro-1H-pyrrolo[3,2-c]pyridine), C(=O)([O-])[O-].[Cs+].[Cs+] (Cs2CO3), BrCCCO (3-bromo-1-propanol). Run at time 24 hour. As a reaction SMILES: [Br:1][C:2]1[C:3]([NH:9][CH2:10][CH2:11][CH2:12][NH:13][C:14]([NH:16][C:17]2[CH:22]=[CH:21][CH:20]=[C:19]([N+:23]([O-])=O)[CH:18]=2)=[O:15])=[N:4][C:5]([Cl:8])=[N:6][CH:7]=1.[OH-].[Na+]>C1COCC1.Cl>[NH2:23][C:19]1[CH:18]=[C:17]([NH:16][C:14]([NH:13][CH2:12][CH2:11][CH2:10][NH:9][C:3]2[C:2]([Br:1])=[CH:7][N:6]=[C:5]([Cl:8])[N:4]=2)=[O:15])[CH:22]=[CH:21][CH:20]=1 |f:1.2|. The solvent is Cl (hydrochloric acid), C1CCOC1 (THF), Cl (hydrochloric acid). Reported procedure: A solution of 1.71 g (3.98 mmol) of 1-[3-(5-bromo-2-chloro-pyrimidin-4-ylamino)-propyl]-3-(3-nitro-phenyl)-urea in 50 ml of THF is mixed at room temperature with 30 ml of a 15% solution of Ti(III)Cl in approximately 10% hydrochloric acid. After 24 hours, another 5 ml of the 15% solution of Ti(III)Cl in approximately 10% hydrochloric acid is added. After another 6 hours, the batch is made basic with 2N NaOH solution and extracted from ethyl acetate. The combined organic phases are filtered throug... Starting materials: solution, Ti(III)Cl, BrC=1C(=NC(=NC1)Cl)NCCCNC(=O)NC1=CC(=CC=C1)[N+](=O)[O-] (1-[3-(5-bromo-2-chloro-pyrimidin-4-ylamino)-propyl]-3-(3-nitro-phenyl)-urea), solution, Ti(III)Cl, [OH-].[Na+] (NaOH). The product is NC=1C=C(C=CC1)NC(=O)NCCCNC1=NC(=NC=C1Br)Cl (1-(3-Amino-phenyl)-3-[3-(5-bromo-2-chloro-pyrimidin-4-ylamino)-propyl]-urea).